Dataset: the Open Reaction Database (ORD), a public repository of structured organic reaction records. Task: describe an organic reaction: reactants, conditions, products, and yield Reactants: N#CN=C1NCCS1, CC1(C)Oc2ccc(C#N)cc2C2OC21, c1ccncc1. Yields the product CC1(C)Oc2ccc(C#N)cc2C(N2CCSC2=NC#N)C1O. As a reaction SMILES: [C:16](#[N:17])[N:18]=[C:19]1[S:20][CH2:21][CH2:22][NH:23]1.[O:1]1[CH:2]2[C:3]([CH3:14])([CH3:15])[O:4][c:5]3[c:6]([cH:8][c:9]([C:12]#[N:13])[cH:10][cH:11]3)[CH:7]12.[cH:24]1[cH:25][cH:26][n:27][cH:28][cH:29]1>>[OH:1][CH:2]1[C:3]([CH3:14])([CH3:15])[O:4][c:5]2[c:6]([cH:8][c:9]([C:12]#[N:13])[cH:10][cH:11]2)[CH:7]1[N:23]1[C:19](=[N:18][C:16]#[N:17])[S:20][CH2:21][CH2:22]1.